This data is from the Open Reaction Database (ORD), a public repository of structured organic reaction records. The task is: describe an organic reaction: reactants, conditions, products, and yield Reactants: CN1C(N(C(C=2C1=C1C(CCCN1C2C=2C=C(C#N)C=CC2)=O)=O)C)=O (3-(1,3-dimethyl-2,4,10-trioxo-1,2,3,4,7,8,9,10-octahydropyrimido[4,5-a]indolizin-5-yl)benzonitrile), BrCC(CC(=O)OC)C (methyl 4-bromo-3-methylbutanoate), BrCC(CC(=O)OC)C (methyl 4-bromo-3-methylbutanoate), BrC1=CC(=CC=C1)F (1-bromo-3-fluorobenzene), BrCCCC(=O)OC (methyl 4-bromobutanoate). Procedure: The title compound was prepared analogously to 3-(1,3-dimethyl-2,4,10-trioxo-1,2,3,4,7,8,9,10-octahydropyrimido[4,5-a]indolizin-5-yl)benzonitrile (Example 9 steps 1-7) by replacing 3-bromobenzonitrile (step 3) with 1-bromo-3-fluorobenzene (commercially available) and methyl 4-bromobutanoate (Step 5) with methyl 4-bromo-3-methylbutanoate (Intermediate T). As a reaction SMILES: [CH3:1][N:2]1[C:7]2=[C:8]3[N:13]([C:14](C4C=C(C=CC=4)C#N)=[C:6]2[C:5](=[O:24])[N:4]([CH3:25])[C:3]1=[O:26])[CH2:12][CH2:11][CH2:10][C:9]3=[O:23].Br[C:28]1[CH:33]=[CH:32][CH:31]=[C:30]([F:34])[CH:29]=1.Br[CH2:36]CCC(OC)=O.BrCC(C)CC(OC)=O>>[F:34][C:30]1[CH:29]=[C:28]([C:14]2[N:13]3[C:8]([C:9](=[O:23])[CH2:10][CH:11]([CH3:36])[CH2:12]3)=[C:7]3[N:2]([CH3:1])[C:3](=[O:26])[N:4]([CH3:25])[C:5](=[O:24])[C:6]=23)[CH:33]=[CH:32][CH:31]=1. The product is FC=1C=C(C=CC1)C1=C2C(=C3C(CC(CN13)C)=O)N(C(N(C2=O)C)=O)C (5-(3-Fluorophenyl)-1,3,8-trimethyl-8,9-dihydropyrimido[4,5-a]indolizine-2,4,10(1H,3H,7H)-trione). Reactants: CCCCCC, CC(Cl)CS(=O)(=O)N=C=O, ClCCl, COc1nc(N)nc(OC)n1. The product is COc1nc(NC(=O)NS(=O)(=O)CC(C)Cl)nc(OC)n1. Reaction SMILES: [CH3:22][CH2:23][CH2:24][CH2:25][CH2:26][CH3:27].[Cl:12][CH:13]([CH2:14][S:15](=[O:16])(=[O:17])[N:18]=[C:19]=[O:20])[CH3:21].[Cl:28][CH2:29][Cl:30].[NH2:1][c:2]1[n:3][c:4]([O:10][CH3:11])[n:5][c:6]([O:8][CH3:9])[n:7]1>>[NH:1]([c:2]1[n:3][c:4]([O:10][CH3:11])[n:5][c:6]([O:8][CH3:9])[n:7]1)[C:19]([NH:18][S:15]([CH2:14][CH:13]([Cl:12])[CH3:21])(=[O:16])=[O:17])=[O:20]. The solvent is CN(C=O)C (dimethylformamide). The reactants are CN(C1=NC(=C(C(=C1C#N)C1=CC=CC=C1)C#N)SC1=CC=CC=C1)C (2-Dimethylamino-4-phenyl-6-phenylsulfanyl-3,5-pyridinedicarbonitrile), [S-2].[Na+].[Na+] (sodium sulfide), Cl (hydrochloric acid). Reaction SMILES: [CH3:1][N:2]([CH3:26])[C:3]1[C:8]([C:9]#[N:10])=[C:7]([C:11]2[CH:16]=[CH:15][CH:14]=[CH:13][CH:12]=2)[C:6]([C:17]#[N:18])=[C:5]([S:19]C2C=CC=CC=2)[N:4]=1.[S-2].[Na+].[Na+].Cl>CN(C)C=O>[CH3:1][N:2]([CH3:26])[C:3]1[C:8]([C:9]#[N:10])=[C:7]([C:11]2[CH:16]=[CH:15][CH:14]=[CH:13][CH:12]=2)[C:6]([C:17]#[N:18])=[C:5]([SH:19])[N:4]=1 |f:1.2.3|. Product: CN(C1=NC(=C(C(=C1C#N)C1=CC=CC=C1)C#N)S)C (2-Dimethylamino-4-phenyl-6-sulfanyl-3,5-pyridinedicarbonitrile). Reported procedure: Under argon, 280 mg (0.79 mmol) of 2-dimethylamino-4-phenyl-6-phenylsulfanyl-3,5-pyridinedicarbonitrile (step 2) are dissolved in 3 ml of abs. dimethylformamide (DMF), and 204 mg (2.6 mmol) of sodium sulfide are added. The reaction mixture is stirred at 80° C. for 2 hours. 6 ml of 1 N hydrochloric acid are added to the mixture and the resulting yellow crystals are filtered off with suction, washed with water and petroleum ether/diethyl ether 1/1 and dried under reduced pressure overnight. Reaction conditions: temperature 80 celsius, time 2 hour. Reactants: ClC1=C(C=O)C=CC=C1C(F)(F)F (2-chloro-3-trifluoromethylbenzaldehyde), NC1=NNC=C1 (3-aminopyrazole), O=C(CC(=O)OCC)CCC (ethyl 3-ketohexanoate). Yields the product ClC1=C(C=CC=C1C(F)(F)F)C1C=2C(NC(=C1C(=O)OCC)CCC)=NNC2 (Ethyl 4-(2-chloro-3-trifluoromethylphenyl)-4,7-dihydro-6-propyl-2H-pyrazolo[3,4-b]pyridine-5-carboxylate). As a reaction SMILES: [Cl:1][C:2]1[C:9]([C:10]([F:13])([F:12])[F:11])=[CH:8][CH:7]=[CH:6][C:3]=1[CH:4]=O.[NH2:14][C:15]1[CH:19]=[CH:18][NH:17][N:16]=1.O=[C:21]([CH2:28][CH2:29][CH3:30])[CH2:22][C:23]([O:25][CH2:26][CH3:27])=[O:24]>>[Cl:1][C:2]1[C:9]([C:10]([F:13])([F:12])[F:11])=[CH:8][CH:7]=[CH:6][C:3]=1[CH:4]1[C:22]([C:23]([O:25][CH2:26][CH3:27])=[O:24])=[C:21]([CH2:28][CH2:29][CH3:30])[NH:14][C:15]2=[N:16][NH:17][CH:18]=[C:19]12. Procedure details: The title compound was prepared from 2-chloro-3-trifluoromethylbenzaldehyde, 3-aminopyrazole and ethyl 3-ketohexanoate in the same manner as in Example 25. The reactants are [H-].C(C(C)C)[Al+]CC(C)C (diisobutylaluminum hydride), CC1=NC(=C(C#N)C=C1)OCC1=CC=C(C=C1)OCC=1N=C(OC1C)C1=CC=CC=C1 (6-methyl-2-[4-[(5-methyl-2-phenyl-4-oxazolyl)methoxy]benzyloxy]nicotinonitrile), C1(=CC=CC=C1)C (toluene), [Cl-].[NH4+] (ammonium chloride), C(C)(=O)OCC (Ethyl acetate). The solvent is CCCCCC (hexane). Conditions: time 1 hour. The product is CC1=NC(=C(C=O)C=C1)OCC1=CC=C(C=C1)OCC=1N=C(OC1C)C1=CC=CC=C1 (6-methyl-2-[4-[(5-methyl-2-phenyl-4-oxazolyl)methoxy]benzyloxy]nicotinaldehyde). Isolated yield 58.0%. RXN SMILES: [CH3:1][C:2]1[CH:9]=[CH:8][C:5]([C:6]#N)=[C:4]([O:10][CH2:11][C:12]2[CH:17]=[CH:16][C:15]([O:18][CH2:19][C:20]3[N:21]=[C:22]([C:26]4[CH:31]=[CH:30][CH:29]=[CH:28][CH:27]=4)[O:23][C:24]=3[CH3:25])=[CH:14][CH:13]=2)[N:3]=1.C1(C)C=CC=CC=1.[H-].C([Al+]CC(C)C)C(C)C.[Cl-].[NH4+].C(OCC)(=[O:53])C>CCCCCC>[CH3:1][C:2]1[CH:9]=[CH:8][C:5]([CH:6]=[O:53])=[C:4]([O:10][CH2:11][C:12]2[CH:13]=[CH:14][C:15]([O:18][CH2:19][C:20]3[N:21]=[C:22]([C:26]4[CH:27]=[CH:28][CH:29]=[CH:30][CH:31]=4)[O:23][C:24]=3[CH3:25])=[CH:16][CH:17]=2)[N:3]=1 |f:2.3,4.5|. Procedure: To a mixture of 6-methyl-2-[4-[(5-methyl-2-phenyl-4-oxazolyl)methoxy]benzyloxy]nicotinonitrile (1.70 g) and anhydrous toluene (80 mL) was dropwise added a solution (0.95 M, 9.5 mL) of diisobutylaluminum hydride in hexane at −78° C. The reaction mixture was allowed to warm to room temperature with stirring for 1 hr. A saturated aqueous ammonium chloride solution (30 mL) was dropwise added to the mixture and the mixture was further stirred at room temperature for 30 min. Ethyl acetate was added to... Starting materials: C(=O)(OCC)C=1NC(=C(C1CCC(=O)OCC)C)CC (2-Carbethoxy-3-carbethoxyethyl-4-methyl-5-ethyl pyrrole), C=O (paraformaldehyde). Yields the product CC=1NC(=C(C1CCC(=O)O)C)CC (2,4-dimethyl-3-carboxyethyl-5-ethyl pyrrole). RXN SMILES: [C:1]([C:6]1[NH:7][C:8]([CH2:19][CH3:20])=[C:9]([CH3:18])[C:10]=1[CH2:11][CH2:12][C:13]([O:15]CC)=[O:14])(OCC)=O.C=O>>[CH3:1][C:6]1[NH:7][C:8]([CH2:19][CH3:20])=[C:9]([CH3:18])[C:10]=1[CH2:11][CH2:12][C:13]([OH:15])=[O:14]. Reported procedure: 2-Carbethoxy-3-carbethoxyethyl-4-methyl-5-ethyl pyrrole was reductively alkylated with paraformaldehyde to yield 2,4-dimethyl-3-carboxyethyl-5-ethyl pyrrole. ##STR113## Reactants: CC1=C(C(=C(C(=O)N2C(CCC2)CO)C=C1OC)NC(=O)OCC(Cl)(Cl)Cl)OC (N-(4-Methyl-3,5-dimethoxy-2-[trichloroethyloxycarbonylamino]-benzoyl) pyrrolidine-2-methanol), TEA, CS(=O)C (DMSO), C(C(=O)Cl)(=O)Cl (oxalyl chloride), solution. Run in C(Cl)Cl (DCM), O (H2O), C(Cl)Cl (DCM), C(Cl)Cl (DCM). Reaction conditions: time 5 minute. Yields the product CC1=C(C2=C(C(N3[C@H]([C@@H](N2C(=O)OCC(Cl)(Cl)Cl)O)CCC3)=O)C=C1OC)OC ((11S,11aS)-8-Methyl-7,9-dimethoxy-11-hydroxy-10-N-(2′,2′,2′-trichloroethoxylcarbonyl)-1,2,3,10,11,11a-hexahydro-5H-pyrrolo[2,1-c][1,4] benzodiazepin-5-one). The yield is 86.8%. Reaction SMILES: CS(C)=O.C(Cl)(=O)C(Cl)=O.[CH3:11][C:12]1[C:26]([O:27][CH3:28])=[CH:25][C:15]([C:16]([N:18]2[CH2:22][CH2:21][CH2:20][CH:19]2[CH2:23][OH:24])=[O:17])=[C:14]([NH:29][C:30]([O:32][CH2:33][C:34]([Cl:37])([Cl:36])[Cl:35])=[O:31])[C:13]=1[O:38][CH3:39]>C(Cl)Cl.O>[CH3:11][C:12]1[C:26]([O:27][CH3:28])=[CH:25][C:15]2[C:16](=[O:17])[N:18]3[CH2:22][CH2:21][CH2:20][C@H:19]3[C@H:23]([OH:24])[N:29]([C:30]([O:32][CH2:33][C:34]([Cl:37])([Cl:36])[Cl:35])=[O:31])[C:14]=2[C:13]=1[O:38][CH3:39]. Reported procedure: Anhydrous DMSO (1.006 g, 12.87 mmol) in dry DCM (10 mL) was added dropwise over 5 minutes to a stirred solution of oxalyl chloride (3.19 mL of a 2 N solution in DCM, 6.373 mmol) under a nitrogen atmosphere at −50° C. After stirring for 5 minutes, a solution of 192 (2.13 g, 4.53 mmol) in dry DCM (10 mL) was added dropwise over 45 minutes to the reaction mixture, which was then stirred for a further 45 minutes at −50° C. TEA (1.83 g; 18.13 mmol) was added dropwise to the mixture over 0.5 hours and... The reactants are C1CCNCC1, Cc1[nH]c(C=O)c(C)c1CCCN1CCOCC1, CCO, O=C1Cc2c(Cl)ncnc2N1. Product: Cc1[nH]c(C=C2C(=O)Nc3ncnc(Cl)c32)c(C)c1CCCN1CCOCC1. As a reaction SMILES: [CH2:30]1[CH2:31][CH2:32][NH:33][CH2:34][CH2:35]1.[CH3:12][c:13]1[c:14]([CH:28]=[O:29])[nH:15][c:16]([CH3:27])[c:17]1[CH2:18][CH2:19][CH2:20][N:21]1[CH2:22][CH2:23][O:24][CH2:25][CH2:26]1.[CH3:36][CH2:37][OH:38].[Cl:1][c:2]1[c:3]2[c:4]([n:5][cH:6][n:7]1)[NH:8][C:9](=[O:11])[CH2:10]2>>[Cl:1][c:2]1[c:3]2[c:4]([n:5][cH:6][n:7]1)[NH:8][C:9](=[O:11])[C:10]2=[CH:28][c:14]1[c:13]([CH3:12])[c:17]([CH2:18][CH2:19][CH2:20][N:21]2[CH2:22][CH2:23][O:24][CH2:25][CH2:26]2)[c:16]([CH3:27])[nH:15]1.